This data is from the Open Reaction Database (ORD), a public repository of structured organic reaction records. The task is: describe an organic reaction: reactants, conditions, products, and yield Reactants: ClC1=CC=C(CN2C(=CC3=C(C=CC=C23)O)CC(C(=O)OC)(C)C)C=C1 (methyl 3-[N-(p-chlorobenzyl)-4-hydroxy indol-2-yl]-2,2-dimethylpropanoate), C(CC)(=O)[O-] (propanoate). Product: ClC1=CC=C(CN2C(=CC3=C(C=CC=C23)OCC2=NC3=CC=CC=C3C=C2)CC(C(=O)O)(C)C)C=C1 (3-[N-(p-Chlorobenzyl)-4-(quinolin-2-yl-methoxy)indol-2-yl]-2,2-dimethylpropanoic acid). RXN SMILES: [Cl:1][C:2]1[CH:26]=[CH:25][C:5]([CH2:6][N:7]2[C:15]3[C:10](=[C:11]([OH:16])[CH:12]=[CH:13][CH:14]=3)[CH:9]=[C:8]2[CH2:17][C:18]([CH3:24])([CH3:23])[C:19]([O:21]C)=[O:20])=[CH:4][CH:3]=1.[C:27]([O-])(=O)[CH2:28][CH3:29]>>[Cl:1][C:2]1[CH:26]=[CH:25][C:5]([CH2:6][N:7]2[C:15]3[C:10](=[C:11]([O:16][CH2:29][C:28]4[CH:27]=[CH:9][C:10]5[C:15](=[CH:14][CH:13]=[CH:12][CH:11]=5)[N:7]=4)[CH:12]=[CH:13][CH:14]=3)[CH:9]=[C:8]2[CH2:17][C:18]([CH3:24])([CH3:23])[C:19]([OH:21])=[O:20])=[CH:4][CH:3]=1. Procedure details: The title product was prepared according to conditions described in Steps D and E of Example 1 substituting methyl 3-[N-(p-chlorobenzyl)-4-hydroxy indol-2-yl]-2,2-dimethylpropanoate for the propanoate in Example 1 (Step D), m.p. 158°-160° C. Reactants: [Br-].CC1(CCC(C=2SC(=CC21)C(C)[P+](C2=CC=CC=C2)(C2=CC=CC=C2)C2=CC=CC=C2)(C)C)C ([1-(4,5,6,7-tetrahydro-4,4,7,7-tetramethylbenzo[b]thien-2-yl)ethyl]triphenylphosphonium bromide), C(=O)C=CC(=CC(=O)OCC)C (ethyl 5-formyl-3-methylpenta-2,4-dienoate), CO.O (methanol water). Run in C1CCCO1 (butylene oxide). The product is CC(=CC(=O)OCC)C=CC=C(C)C1=CC2=C(S1)C(CCC2(C)C)(C)C (ethyl 3-methyl-7-(4,5,6,7-tetrahydro-4,4,7,7-tetramethylbenzo[b]thien-2-yl)-2,4,6-octatrienoate). Isolated yield 83.3%. As a reaction SMILES: [Br-].[CH3:2][C:3]1([CH3:35])[C:11]2[CH:10]=[C:9]([CH:12]([P+](C3C=CC=CC=3)(C3C=CC=CC=3)C3C=CC=CC=3)[CH3:13])[S:8][C:7]=2[C:6]([CH3:34])([CH3:33])[CH2:5][CH2:4]1.[CH:36]([CH:38]=[CH:39][C:40]([CH3:47])=[CH:41][C:42]([O:44][CH2:45][CH3:46])=[O:43])=O.CO.O>C1OCCC1>[CH3:47][C:40]([CH:39]=[CH:38][CH:36]=[C:12]([C:9]1[S:8][C:7]2[C:6]([CH3:33])([CH3:34])[CH2:5][CH2:4][C:3]([CH3:2])([CH3:35])[C:11]=2[CH:10]=1)[CH3:13])=[CH:41][C:42]([O:44][CH2:45][CH3:46])=[O:43] |f:0.1,3.4|. Procedure: 4.50 g of [1-(4,5,6,7-tetrahydro-4,4,7,7-tetramethylbenzo[b]thien-2-yl)ethyl]triphenylphosphonium bromide and 1.3 g of ethyl 5-formyl-3-methylpenta-2,4-dienoate are dissolved in 70 ml of butylene oxide and the solution is heated at reflux for 2 hours. The cooled mixture is poured into a methanol/water mixture (6:4) and extracted several times with hexane. The hexane phase is washed three times with water, dried and evaporated. After filtration of the crude product over silica gel (eluting agent ... Starting materials: C(#N)C1=CC(=C(C=C1)C=1C=NN(C1O)C1=NC=C(C(=O)O)C=C1)OC (6-(4-(4-cyano-2-methoxyphenyl)-5-hydroxy-1H-pyrazol-1-yl)nicotinic acid), COCCCNC (3-methoxy-N-methylpropan-1-amine). Yields the product C(#N)C1=CC(=C(C=C1)C=1C=NN(C1O)C1=NC=C(C(=O)N(C)CCCOC)C=C1)OC (6-(4-(4-cyano-2-methoxyphenyl)-5-hydroxy-1H-pyrazol-1-yl)-N-(3-methoxypropyl)-N-methylnicotinamide). RXN SMILES: [C:1]([C:3]1[CH:8]=[CH:7][C:6]([C:9]2[CH:10]=[N:11][N:12]([C:15]3[CH:23]=[CH:22][C:18]([C:19](O)=[O:20])=[CH:17][N:16]=3)[C:13]=2[OH:14])=[C:5]([O:24][CH3:25])[CH:4]=1)#[N:2].[CH3:26][O:27][CH2:28][CH2:29][CH2:30][NH:31][CH3:32]>>[C:1]([C:3]1[CH:8]=[CH:7][C:6]([C:9]2[CH:10]=[N:11][N:12]([C:15]3[CH:23]=[CH:22][C:18]([C:19]([N:31]([CH2:30][CH2:29][CH2:28][O:27][CH3:26])[CH3:32])=[O:20])=[CH:17][N:16]=3)[C:13]=2[OH:14])=[C:5]([O:24][CH3:25])[CH:4]=1)#[N:2]. Procedure details: The title compound was prepared in a manner similar to Example 227 using 6-(4-(4-cyano-2-methoxyphenyl)-5-hydroxy-1H-pyrazol-1-yl)nicotinic acid and 3-methoxy-N-methylpropan-1-amine. 1H NMR (400 MHz, DMSO-d6) δ ppm 1.76-2.04 (m, 2H) 3.09 (d, J=7.3 Hz, 3H) 3.21 (s, 2H) 3.36 (s, 2H) 3.43-3.56 (m, 2H) 3.65 (t, J=6.9 Hz, 1H) 3.98 (s, 3H) 7.31-7.36 (m, 2H) 8.05 (br. s., 1H) 8.28-8.64 (m, 3H). MS m/z [M+H]+ 422.4.